Dataset: the Open Reaction Database (ORD), a public repository of structured organic reaction records. Task: describe an organic reaction: reactants, conditions, products, and yield The reactants are ClC1=NC2=CC=CC=C2C(=N1)Cl (2,4-Dichloroquinazoline), CN1CCN(CC1)C (1,4-Dimethylpiperazine), C(=O)(O)[O-].[Na+].O (NaHCO3 water). Solvent: O1CCOCC1 (1,4-dioxane). Reaction conditions: temperature 150 celsius. Product: ClC1=NC(=NC2=CC=CC=C12)N1CCN(CC1)C (4-chloro-2-(4-methylpiperazin-1-yl)quinazoline). The yield is 51.3%. RXN SMILES: Cl[C:2]1[N:11]=[C:10]([Cl:12])[C:9]2[C:4](=[CH:5][CH:6]=[CH:7][CH:8]=2)[N:3]=1.[CH3:13][N:14]1[CH2:19][CH2:18][N:17](C)[CH2:16][CH2:15]1.C([O-])(O)=O.[Na+].O>O1CCOCC1>[Cl:12][C:10]1[C:9]2[C:4](=[CH:5][CH:6]=[CH:7][CH:8]=2)[N:3]=[C:2]([N:17]2[CH2:18][CH2:19][N:14]([CH3:13])[CH2:15][CH2:16]2)[N:11]=1 |f:2.3.4|. Procedure details: 2,4-Dichloroquinazoline (2.00 g, 10.1 mmol, prepared as described in Prasad, M., et al. Org. Process Res. Dev. 2004, 8, 330-340) was slurried in 1,4-dioxane (20.0 mL). 1,4-Dimethylpiperazine (1.44 mL, 10.6 mmol) was added. The mixture was heated in a CEM microwave at about 150° C. for about 5 min. The material was poured into saturated aqueous NaHCO3/water (1:1, 150 mL). The mixture was extracted with EtOAc (5×100 mL). 20 g of silica gel was added to the combined organics and the volatiles were ...